Dataset: the Open Reaction Database (ORD), a public repository of structured organic reaction records. Task: describe an organic reaction: reactants, conditions, products, and yield As a reaction SMILES: C[Si](C)(C)[N:3]1[CH2:7][C@H:6]([O:8][Si:9]([CH3:12])([CH3:11])[CH3:10])[CH2:5][C@H:4]1[C:13]([O:15][Si:16]([CH3:19])([CH3:18])[CH3:17])=[O:14].[Br:22][CH2:23][C:24](F)=[O:25].[Si](F)(C)(C)C>ClCCl>[Br:22][CH2:23][C:24]([N:3]1[CH2:7][C@H:6]([O:8][Si:9]([CH3:10])([CH3:11])[CH3:12])[CH2:5][C@H:4]1[C:13]([O:15][Si:16]([CH3:17])([CH3:18])[CH3:19])=[O:14])=[O:25]. Reactants: C[Si](N1[C@@H](C[C@H](C1)O[Si](C)(C)C)C(=O)O[Si](C)(C)C)(C)C (trimethylsilyl (2S,4R)—N-(trimethylsilyl)-4-(trimethylsilyloxy)-pyrrolidine-2-carboxylate), BrCC(=O)F (bromoacetyl fluoride), [Si](C)(C)(C)F (Me3SiF). The solvent is ClCCl (dichloromethane), ClCCl (dichloromethane). Yield: 95.0%. Procedure details: Into a solution of trimethylsilyl (2S,4R)—N-(trimethylsilyl)-4-(trimethylsilyloxy)-pyrrolidine-2-carboxylate (6.95 g, 20.0 mmol) in 15 ml of anhydrous dichloromethane was drop wise added a solution of bromoacetyl fluoride (2.82 g, 20.0 mmol) in 5 ml of dichloromethane with vigorous stirring at room temperature. Exothermic reaction occurred with liberation of Me3SiF. The reaction mixture was stirred at room temperature for 2 h and then the reaction mixture was evaporated to dryness at reduced pre... The product is BrCC(=O)N1[C@@H](C[C@H](C1)O[Si](C)(C)C)C(=O)O[Si](C)(C)C (trimethylsilyl (2S,4R)—N-(bromoacetyl)-4-(trimethylsilyloxy)pyrrolidine-2-carboxylate). The reactants are ClC=1C2=C(N=C(N1)C)C(=CN2C)C2=C(C=C(C=C2C)OC)C (4-chloro-7-(4-methoxy-2,6-dimethyl-phenyl)-2,5-dimethyl-5H-pyrrolo[3,2-d]pyrimidine), NCCNC(CC1=CC=C(C=C1)OC)=O (N-(2-amino-ethyl)-2-(4-methoxy-phenyl)-acetamide), O (water). The solvent is CN1CCCC1=O (NMP). Yields the product COC1=CC=C(C=C1)CC(=O)NCCNC1=NC(=NC2=C1N(C=C2C2=C(C=C(C=C2C)OC)C)C)C (2-(4-Methoxyphenyl)-N-(2-{[7-(4-methoxy-2,6-dimethylphenyl)-2,5-dimethylpyrrolo[2,3-e]pyrimidin-4-yl]amino}ethyl)acetamide). As a reaction SMILES: Cl[C:2]1[C:3]2[N:11]([CH3:12])[CH:10]=[C:9]([C:13]3[C:18]([CH3:19])=[CH:17][C:16]([O:20][CH3:21])=[CH:15][C:14]=3[CH3:22])[C:4]=2[N:5]=[C:6]([CH3:8])[N:7]=1.[NH2:23][CH2:24][CH2:25][NH:26][C:27](=[O:37])[CH2:28][C:29]1[CH:34]=[CH:33][C:32]([O:35][CH3:36])=[CH:31][CH:30]=1.O>CN1C(=O)CCC1>[CH3:36][O:35][C:32]1[CH:31]=[CH:30][C:29]([CH2:28][C:27]([NH:26][CH2:25][CH2:24][NH:23][C:2]2[C:3]3[N:11]([CH3:12])[CH:10]=[C:9]([C:13]4[C:18]([CH3:19])=[CH:17][C:16]([O:20][CH3:21])=[CH:15][C:14]=4[CH3:22])[C:4]=3[N:5]=[C:6]([CH3:8])[N:7]=2)=[O:37])=[CH:34][CH:33]=1. Procedure: Heat a solution of 4-chloro-7-(4-methoxy-2,6-dimethyl-phenyl)-2,5-dimethyl-5H-pyrrolo[3,2-d]pyrimidine (120 mg, 0.38 mmol) and N-(2-amino-ethyl)-2-(4-methoxy-phenyl)-acetamide (125 mg) in NMP (2 mL) for 14 h at 130° C. Pour into water (5 mL) and extract with EtOAc (2×10 mL). Dry the combined organic extracts over Na2SO4, filter, and concentrate under reduced pressure to obtain the title compound which is used without further purification. The reactants are O=C(N1CCc2cc(Br)ccc21)C(F)(F)F, N#C[Cu], CN(C)C=O, O. The product is N#Cc1ccc2c(c1)CCN2C(=O)C(F)(F)F. RXN SMILES: [Br:1][c:2]1[cH:3][c:4]2[c:8]([cH:9][cH:10]1)[N:7]([C:11]([C:12]([F:13])([F:14])[F:15])=[O:16])[CH2:6][CH2:5]2.[Cu:17][C:18]#[N:19].[O:20]=[CH:21][N:22]([CH3:23])[CH3:24].[OH2:25]>>[c:2]1([C:18]#[N:19])[cH:3][c:4]2[c:8]([cH:9][cH:10]1)[N:7]([C:11]([C:12]([F:13])([F:14])[F:15])=[O:16])[CH2:6][CH2:5]2. The reactants are CCOC(=O)C1CCCN(C(=O)C=CC2CCN(C(=O)OC(C)(C)C)CC2)C1, [Li+], C1CCOC1, [OH-], O. Product: CC(C)(C)OC(=O)N1CCC(C=CC(=O)N2CCCC(C(=O)O)C2)CC1. Reaction SMILES: [C:3]([CH3:4])([CH3:5])([CH3:6])[O:7][C:8](=[O:9])[N:10]1[CH2:11][CH2:12][CH:13]([CH:16]=[CH:17][C:18](=[O:19])[N:20]2[CH2:21][CH:22]([C:26](=[O:27])[O:28][CH2:29][CH3:30])[CH2:23][CH2:24][CH2:25]2)[CH2:14][CH2:15]1.[Li+:2].[O:32]1[CH2:33][CH2:34][CH2:35][CH2:36]1.[OH-:1].[OH2:31]>>[C:3]([CH3:4])([CH3:5])([CH3:6])[O:7][C:8](=[O:9])[N:10]1[CH2:11][CH2:12][CH:13]([CH:16]=[CH:17][C:18](=[O:19])[N:20]2[CH2:21][CH:22]([C:26](=[O:27])[OH:28])[CH2:23][CH2:24][CH2:25]2)[CH2:14][CH2:15]1. The reactants are C(CCCCCCCCCCCCCCCCCC)NC=1C=C(C(C(=O)O)=CC1)C(=O)O (4-nonadecylaminophthalic acid), diethyl 4-alkylaminophthalates, C(CCCCCCCCCCCCCC)NC=1C=C(C(C(=O)O)=CC1)C(=O)O (4-pentadecylaminophthalic acid), C(CCCCCCCCC)NC=1C=C(C(C(=O)O)=CC1)C(=O)O (4-decylaminophthalic acid), C(CCCCCCCCCCCCCCCC)NC=1C=C(C(C(=O)O)=CC1)C(=O)O (4-heptadecylaminophthalic acid), C(CCCCCCCCCC)NC=1C=C(C(C(=O)O)=CC1)C(=O)O (4-undecylaminophthalic acid), C(CCCCCCCCCCCCCCCCC)NC=1C=C(C(C(=O)O)=CC1)C(=O)O (4-octadecylaminophthalic acid), C(CCCCCCCCCCCC)NC=1C=C(C(C(=O)O)=CC1)C(=O)O (4-tridecylaminophthalic acid), CC(CCCCCCCCCCCCCNC=1C=C(C(C(=O)O)=CC1)C(=O)O)C (4-(14-methylpentadecyl)aminophthalic acid), C(CCCCCCCCCCCCC)NC=1C=C(C(C(=O)O)=CC1)C(=O)O (4-tetradecylaminophthalic acid), C(CCCCCCCCCCC)NC=1C=C(C(C(=O)O)=CC1)C(=O)O (4-dodecylaminophthalic acid), C(CCCCCCC)NC=1C=C(C(C(=O)O)=CC1)C(=O)O (4-octylaminophthalic acid), C(CCCCCCCC)NC=1C=C(C(C(=O)O)=CC1)C(=O)O (4-nonylaminophthalic acid), CC(CCCCCCCCCC)NC=1C=C(C(C(=O)O)=CC1)C(=O)O (4-(1-methylundecyl)aminophthalic acid). Yields the product C(CCCCCCCCCCCCCCC)NC=1C=C(C(C(=O)O)=CC1)C(=O)O (4-Hexadecylaminophthalic acid). RXN SMILES: [CH2:1]([NH:9][C:10]1[CH:11]=[C:12]([C:19]([OH:21])=[O:20])[C:13](=[CH:17][CH:18]=1)[C:14]([OH:16])=[O:15])[CH2:2][CH2:3][CH2:4][CH2:5][CH2:6][CH2:7][CH3:8].[CH2:22](NC1C=C(C(O)=O)C(=CC=1)C(O)=O)[CH2:23][CH2:24][CH2:25][CH2:26][CH2:27][CH2:28][CH2:29]C.C(NC1C=C(C(O)=O)C(=CC=1)C(O)=O)CCCCCCCCC.C(NC1C=C(C(O)=O)C(=CC=1)C(O)=O)CCCCCCCCCC.CC(NC1C=C(C(O)=O)C(=CC=1)C(O)=O)CCCCCCCCCC.C(NC1C=C(C(O)=O)C(=CC=1)C(O)=O)CCCCCCCCCCC.C(NC1C=C(C(O)=O)C(=CC=1)C(O)=O)CCCCCCCCCCCC.C(NC1C=C(C(O)=O)C(=CC=1)C(O)=O)CCCCCCCCCCCCC.C(NC1C=C(C(O)=O)C(=CC=1)C(O)=O)CCCCCCCCCCCCCC.CC(C)CCCCCCCCCCCCCNC1C=C(C(O)=O)C(=CC=1)C(O)=O.C(NC1C=C(C(O)=O)C(=CC=1)C(O)=O)CCCCCCCCCCCCCCCC.C(NC1C=C(C(O)=O)C(=CC=1)C(O)=O)CCCCCCCCCCCCCCCCC.C(NC1C=C(C(O)=O)C(=CC=1)C(O)=O)CCCCCCCCCCCCCCCCCC>>[CH2:1]([NH:9][C:10]1[CH:11]=[C:12]([C:19]([OH:21])=[O:20])[C:13](=[CH:17][CH:18]=1)[C:14]([OH:16])=[O:15])[CH2:2][CH2:3][CH2:4][CH2:5][CH2:6][CH2:7][CH2:8][CH2:22][CH2:23][CH2:24][CH2:25][CH2:26][CH2:27][CH2:28][CH3:29]. Reported procedure: Similarly, the diethyl 4-alkylaminophthalates described in Example 11 give, respectively, 4-octylaminophthalic acid, 4-nonylaminophthalic acid, 4-decylaminophthalic acid, 4-undecylaminophthalic acid, 4-(1-methylundecyl)aminophthalic acid, 4-dodecylaminophthalic acid, 4-tridecylaminophthalic acid, 4-tetradecylaminophthalic acid, 4-pentadecylaminophthalic acid, 4-(14-methylpentadecyl)aminophthalic acid, 4-heptadecylaminophthalic acid, 4-octadecylaminophthalic acid, and 4-nonadecylaminophthalic aci... The reactants are [OH-].[K+] (potassium hydroxide), BrCCC(=O)Cl (3-Bromopropanoyl chloride), CN(C1=CC=CC=C1)C (N,N-dimethylaniline), FC(C1=CC=C(N)C=C1)(F)F (4-trifluoromethylaniline). The reagents and catalysts are [Br-].C(CCC)[N+](CCCC)(CCCC)CCCC (tetrabutylammonium bromide). The solvent is C(Cl)Cl.C(C)#N (methylene chloride acetonitrile), C(Cl)Cl (methylene chloride). Run at time 2 hour. Yields the product FC(C1=CC=C(C=C1)N1C(CC1)=O)(F)F (1-[4-(trifluoromethyl)phenyl]azetidin-2-one). Yield: 69.0%. RXN SMILES: Br[CH2:2][CH2:3][C:4](Cl)=[O:5].CN(C)C1C=CC=CC=1.[F:16][C:17]([F:26])([F:25])[C:18]1[CH:24]=[CH:23][C:21]([NH2:22])=[CH:20][CH:19]=1.[OH-].[K+]>C(Cl)Cl.C(Cl)Cl.C(#N)C.[Br-].C([N+](CCCC)(CCCC)CCCC)CCC>[F:16][C:17]([F:25])([F:26])[C:18]1[CH:19]=[CH:20][C:21]([N:22]2[CH2:2][CH2:3][C:4]2=[O:5])=[CH:23][CH:24]=1 |f:3.4,6.7,8.9|. Procedure details: 3-Bromopropanoyl chloride (3.13 mL, 31.0 mmol) and N,N-dimethylaniline (3.91 mL, 31.0 mmol) were dissolved in methylene chloride (30 ml), 4-trifluoromethylaniline (5 g, 31.0 mmol) was added dropwise at 0° C., and the mixture was stirred at room temperature for 2 hrs. Work-up of the reaction mixture according to a conventional method gave a crude product. The obtained crude product was dissolved in a mixed solvent (100 mL) of methylene chloride/acetonitrile (20/1), potassium hydroxide (2.28 g, 40... Yields the product monohydrate, C=CC1=C(N2[C@@H]([C@@H](C2=O)NC(=O)/C(=N\O)/C3=CSC(=N3)N)SC1)C(=O)O.O (Cefdinir monohydrate). Run at temperature 0 celsius, time 30 minute. The solvent is O (water). Reported procedure: The monohydrate was prepared as follows: Cefdinir (20.0 g) was added to water (200 ml) and the mixture was adjusted to pH 6.0 with saturated sodium bicarbonate aqueous solution. The resultant solution was subjected to a column chromatography on activated charcoal and eluted with 20% aqueous acetone. Fractions were combined and then concentrated to 200 ml. This solution was adjusted to pH 2.2 at 15° C. with 10% hydrochloric acid and stirred at 0° C. for 30 minutes. The resultant crystals were col... Starting materials: C=CC1=C(N2[C@@H]([C@@H](C2=O)NC(=O)/C(=N\O)/C3=CSC(=N3)N)SC1)C(=O)O (Cefdinir), resultant solution, C (charcoal), C([O-])(O)=O.[Na+] (sodium bicarbonate). Reaction SMILES: [CH2:1]=[CH:2][C:3]1[CH2:23][S:22][C@@H:6]2[C@H:7]([NH:10][C:11](/[C:13](/[C:16]3[N:20]=[C:19]([NH2:21])[S:18][CH:17]=3)=[N:14]\[OH:15])=[O:12])[C:8](=[O:9])[N:5]2[C:4]=1[C:24]([OH:26])=[O:25].C(=O)(O)[O-:28].[Na+].C>O>[CH2:1]=[CH:2][C:3]1[CH2:23][S:22][C@@H:6]2[C@H:7]([NH:10][C:11](/[C:13](/[C:16]3[N:20]=[C:19]([NH2:21])[S:18][CH:17]=3)=[N:14]\[OH:15])=[O:12])[C:8](=[O:9])[N:5]2[C:4]=1[C:24]([OH:26])=[O:25].[OH2:28] |f:1.2,5.6|.